Dataset: the Open Reaction Database (ORD), a public repository of structured organic reaction records. Task: describe an organic reaction: reactants, conditions, products, and yield Starting materials: ClC1=C(N(C=C1Cl)C1=CC=C(C=C1)C)C#N (3,4-dichloro-1-(4-methylphenyl)pyrrole-2-carbonitrile), BrN1C(CCC1=O)=O (N-bromosuccinimide). The reagents and catalysts are N(=NC(C#N)(C)C)C(C#N)(C)C (2,2'-azobisisobutyronitrile). Solvent: C(Cl)(Cl)(Cl)Cl (carbon tetrachloride). Product: BrCC1=CC=C(C=C1)N1C(=C(C(=C1)Cl)Cl)C#N (1-(4-bromomethylphenyl)-3,4-dichloropyrrole-2-carbonitrile). Isolated yield 61.5%. As a reaction SMILES: [Cl:1][C:2]1[C:6]([Cl:7])=[CH:5][N:4]([C:8]2[CH:13]=[CH:12][C:11]([CH3:14])=[CH:10][CH:9]=2)[C:3]=1[C:15]#[N:16].[Br:17]N1C(=O)CCC1=O>C(Cl)(Cl)(Cl)Cl.N(C(C)(C)C#N)=NC(C)(C)C#N>[Br:17][CH2:14][C:11]1[CH:10]=[CH:9][C:8]([N:4]2[CH:5]=[C:6]([Cl:7])[C:2]([Cl:1])=[C:3]2[C:15]#[N:16])=[CH:13][CH:12]=1. Procedure details: A mixture of 3,4-dichloro-1-(4-methylphenyl)pyrrole-2-carbonitrile (1.25 g), 2,2'-azobisisobutyronitrile (10 mg) and N-bromosuccinimide (1.068 g) in carbon tetrachloride (25 ml) was refluxed for 3 hours, cooled to ambient temperature, and filtered. The filtrate was concentrated in vacuo. The residue was crystallized from 10% ethyl acetate in n-hexane to yield 1-(4-bromomethylphenyl)-3,4-dichloropyrrole-2-carbonitrile (1.01 g). Reactants: CC1=NC2=CC=CC=C2C(=O)O1 (Acetanthranil), NC1=NC=CC=C1C (2-amino-3-picoline). Yields the product CC1=NC2=CC=CC=C2C(N1C1=NC=CC=C1C)=O (2-Methyl-3-(3-methyl-2-pyridyl)-4-quinazolone). As a reaction SMILES: [CH3:1][C:2]1[O:12][C:10](=O)[C:9]2[C:4](=[CH:5][CH:6]=[CH:7][CH:8]=2)[N:3]=1.[NH2:13][C:14]1[C:19]([CH3:20])=[CH:18][CH:17]=[CH:16][N:15]=1>>[CH3:1][C:2]1[N:13]([C:14]2[C:19]([CH3:20])=[CH:18][CH:17]=[CH:16][N:15]=2)[C:10](=[O:12])[C:9]2[C:4](=[CH:5][CH:6]=[CH:7][CH:8]=2)[N:3]=1. Procedure: Acetanthranil (4.5 g, 0.028 mole) was mixed with 2-amino-3-picoline (2.7 g, 0.025 mole) and the mixture was heated in an erlenmeyer flask, first at low heat and then at high heat over an open flame. The product was washed with ether and recrystallized from ethanol/water mixture. The yield was 3.7 g (58%), mp 135°-137° C. The reactants are CN, CCO, COC(=O)c1nc(C)n2c1CN=C(c1ccccc1)c1cc(Cl)ccc1-2. The product is CNC(=O)c1nc(C)n2c1CN=C(c1ccccc1)c1cc(Cl)ccc1-2. Reaction SMILES: [CH3:27][NH2:28].[CH3:29][CH2:30][OH:31].[Cl:1][c:2]1[cH:3][cH:4][c:5]2[c:6]([cH:26]1)[C:7]([c:20]1[cH:21][cH:22][cH:23][cH:24][cH:25]1)=[N:8][CH2:9][c:10]1[n:11]-2[c:12]([CH3:19])[n:13][c:14]1[C:15]([O:17][CH3:16])=[O:18]>>[Cl:1][c:2]1[cH:3][cH:4][c:5]2[c:6]([cH:26]1)[C:7]([c:20]1[cH:21][cH:22][cH:23][cH:24][cH:25]1)=[N:8][CH2:9][c:10]1[n:11]-2[c:12]([CH3:19])[n:13][c:14]1[C:15](=[O:17])[NH:28][CH3:27]. Reactants: C(#N)C1=CC=2C3=C(NC2C=C1)C[C@H](C3)NC(OC(C)C)=O ((S)-isopropyl 7-cyano-1,2,3,4-tetrahydrocyclopenta[b]indol-2-ylcarbamate), ClC1=C(C(=NC=C1)CCl)OC (4-chloro-2-(chloromethyl)-3-methoxypyridine), C([O-])([O-])=O.[Cs+].[Cs+] (cesium carbonate). Solvent: O (water), CN(C=O)C (dimethylformamide). Run at time 8 hour. Product: C(C)(C)OC(N[C@H]1CC2=C(N(C=3C=CC(=CC23)C#N)CC2=NC=CC(=C2OC)Cl)C1)=O ((S)-4-((4-Chloro-3-methoxypyridin-2-yl)methyl)-7-cyano-1,2,3,4-tetrahydrocyclopenta[b]indol-2-ylcarbamic acid isopropyl ester). Yield: 92.1%. Reaction SMILES: [C:1]([C:3]1[CH:11]=[CH:10][C:9]2[NH:8][C:7]3[CH2:12][C@@H:13]([NH:15][C:16](=[O:21])[O:17][CH:18]([CH3:20])[CH3:19])[CH2:14][C:6]=3[C:5]=2[CH:4]=1)#[N:2].[Cl:22][C:23]1[CH:28]=[CH:27][N:26]=[C:25]([CH2:29]Cl)[C:24]=1[O:31][CH3:32].C(=O)([O-])[O-].[Cs+].[Cs+]>CN(C)C=O.O>[CH:18]([O:17][C:16](=[O:21])[NH:15][C@@H:13]1[CH2:12][C:7]2[N:8]([CH2:29][C:25]3[C:24]([O:31][CH3:32])=[C:23]([Cl:22])[CH:28]=[CH:27][N:26]=3)[C:9]3[CH:10]=[CH:11][C:3]([C:1]#[N:2])=[CH:4][C:5]=3[C:6]=2[CH2:14]1)([CH3:19])[CH3:20] |f:2.3.4|. Procedure: To a solution of (S)-isopropyl 7-cyano-1,2,3,4-tetrahydrocyclopenta[b]indol-2-ylcarbamate (680 mg, 2.40 mmol) and 4-chloro-2-(chloromethyl)-3-methoxypyridine (553 mg, 2.88 mmol) in dimethylformamide (5 mL) is added cesium carbonate (1.17 g, 3.60 mmol) and the mixture stirred at room temperature overnight. The reaction mixture is diluted with water and the beige solid is filtered. It is rinsed with water and then dried in a vacuum oven at 50° C. for 48 h to obtain a gray solid (970 mg, 92%). LC-E... Reactants: Cn1c(C(C)(C)C)cc(=NC(=O)c2cc(C(F)(F)F)ccc2F)n1CC1CCCO1, CC(C)(C)[Si](C)(C)OC1CC(CO)C1, C1CCOC1. The product is Cn1c(C(C)(C)C)cc(=NC(=O)c2cc(C(F)(F)F)ccc2OCC2CC(O[Si](C)(C)C(C)(C)C)C2)n1CC1CCCO1. Reaction SMILES: [C:15]([CH3:16])([CH3:17])([CH3:18])[c:19]1[cH:20][c:21](=[N:31][C:32]([c:33]2[c:34]([F:43])[cH:35][cH:36][c:37]([C:39]([F:40])([F:41])[F:42])[cH:38]2)=[O:44])[n:22]([CH2:25][CH:26]2[O:27][CH2:28][CH2:29][CH2:30]2)[n:23]1[CH3:24].[C:1]([CH3:2])([CH3:3])([CH3:4])[Si:5]([O:6][CH:7]1[CH2:8][CH:9]([CH2:11][OH:12])[CH2:10]1)([CH3:13])[CH3:14].[CH2:45]1[O:46][CH2:47][CH2:48][CH2:49]1>>[C:1]([CH3:2])([CH3:3])([CH3:4])[Si:5]([O:6][CH:7]1[CH2:8][CH:9]([CH2:11][O:12][c:34]2[c:33]([C:32]([N:31]=[c:21]3[cH:20][c:19]([C:15]([CH3:16])([CH3:17])[CH3:18])[n:23]([CH3:24])[n:22]3[CH2:25][CH:26]3[O:27][CH2:28][CH2:29][CH2:30]3)=[O:44])[cH:38][c:37]([C:39]([F:40])([F:41])[F:42])[cH:36][cH:35]2)[CH2:10]1)([CH3:13])[CH3:14]. Product: C1(CC1)N1C=C(C(C2=CC(=CC(=C12)F)F)=O)C(=O)O (1-cyclopropyl-6,8-difluoro-1,4-dihydro-4-oxo-3-quinolinecarboxylic acid). RXN SMILES: C(OC(NCC1(O)CCN([C:15]2[C:24]([F:25])=[C:23]3[C:18]([C:19](=[O:32])[C:20]([C:29]([OH:31])=[O:30])=[CH:21][N:22]3[CH:26]3[CH2:28][CH2:27]3)=[CH:17][C:16]=2[F:33])C1)=O)(C)(C)C.C(OC(=O)C)(=O)C>>[CH:26]1([N:22]2[C:23]3[C:18](=[CH:17][C:16]([F:33])=[CH:15][C:24]=3[F:25])[C:19](=[O:32])[C:20]([C:29]([OH:31])=[O:30])=[CH:21]2)[CH2:27][CH2:28]1. Procedure: Analogously to example 30 7-(3-tert.-butoxycarbonylaminomethyl-3-hydroxy-1-pyrrolidinyl)-1-cyclopropyl-6,8-difluoro-4-oxo-3-quinolinecarboxylic acid are reacted with acetic acid anhydride, yielding 7-3-acetoxy-3-tert.-butoxycarbonylaminomethyl-3-hydroxy-1-pyrrolidinyl)-1-cyclopropyl-6,8-difluoro-1,4-dihydro-4-oxo-3-quinolinecarboxylic acid, melting point: 215° C. (decomposition). The reactants are C(C)(C)(C)OC(=O)NCC1(CN(CC1)C1=C(C=C2C(C(=CN(C2=C1F)C1CC1)C(=O)O)=O)F)O (7-(3-tert.-butoxycarbonylaminomethyl-3-hydroxy-1-pyrrolidinyl)-1-cyclopropyl-6,8-difluoro-4-oxo-3-quinolinecarboxylic acid), C(C)(=O)OC(C)=O (acetic acid anhydride).